This data is from the Open Reaction Database (ORD), a public repository of structured organic reaction records. The task is: describe an organic reaction: reactants, conditions, products, and yield Starting materials: ClC=1C(N(C=C(N1)Cl)[C@H](CC)C1CC1)=O (3,5-dichloro-1-[(1R)-1-cyclopropylpropyl]-2(1H)-pyrazinone), Cl.ClC=1C=C(C=C2CCNC12)OC (7-chloro-5-methoxyindoline hydrochloride). Yields the product ClC=1N=C(C(N(C1)[C@H](CC)C1CC1)=O)N1CCC2=CC(=CC(=C12)Cl)OC (5-Chloro-3-(7-chloro-5-methoxy-2,3-dihydro-1H-indol-1-yl)-1-[(1R)-1-cyclopropylpropyl]-2(1H)-pyrazinone). As a reaction SMILES: Cl[C:2]1[C:3](=[O:15])[N:4]([C@@H:9]([CH:12]2[CH2:14][CH2:13]2)[CH2:10][CH3:11])[CH:5]=[C:6]([Cl:8])[N:7]=1.Cl.[Cl:17][C:18]1[CH:19]=[C:20]([O:27][CH3:28])[CH:21]=[C:22]2[C:26]=1[NH:25][CH2:24][CH2:23]2>>[Cl:8][C:6]1[N:7]=[C:2]([N:25]2[C:26]3[C:22](=[CH:21][C:20]([O:27][CH3:28])=[CH:19][C:18]=3[Cl:17])[CH2:23][CH2:24]2)[C:3](=[O:15])[N:4]([C@@H:9]([CH:12]2[CH2:14][CH2:13]2)[CH2:10][CH3:11])[CH:5]=1 |f:1.2|. Procedure: Prepared in a similar fashion as described for Example 413 using 3,5-dichloro-1-[(1R)-1-cyclopropylpropyl]-2(1H)-pyrazinone and 7-chloro-5-methoxyindoline hydrochloride as the starting materials. mp 118–120° C.; 1H NMR (300 MHz, CDCl3): δ 6.93 (s, 1 H), 6.71 (s, 2 H), 4.34–4.24 (m, 2 H), 4.09–4.01 (m, 1 H), 3.76 (s, 3 H), 3.08 (t, J=7.7 Hz, 2 H), 1.93–1.74 (m, 2 H), 1.06–0.98 (m, 1 H), 0.95–0.81 (m, 3 H), 0.79–0.72 (m, 1 H), 0.54–0.44 (m, 2 H), 0.34–0.22 (m, 1 H); HRMS (ESI) calcd for C19H22N3O2...